From a dataset of the Open Reaction Database (ORD), a public repository of structured organic reaction records. describe an organic reaction: reactants, conditions, products, and yield Starting materials: [Na] (sodium), C(CCCCCCCCCCCCCCCC)OCCOCCOO (C17H35O(CH2CH2O)2OH), C(CCCCCCCCCCCCCCCC)Cl (C17H35Cl), 42.4, [Na] (sodium). Solvent: C(COCCO)O (diethylene glycol), C(COCCO)O (diethylene glycol). Conditions: temperature 140 celsius, time 17 hour. The product is C(CCCCC)C(CCO)CCCCCCCC (3-Hexyl-1-Undecanol). As a reaction SMILES: [Na].C(Cl)C[CH2:4][CH2:5][CH2:6][CH2:7][CH2:8][CH2:9][CH2:10][CH2:11][CH2:12][CH2:13][CH2:14][CH2:15][CH2:16][CH2:17][CH3:18].[CH2:20]([O:37]CCOCCOO)[CH2:21]CCCCCCCCCCCCCCC>C(O)COCCO>[CH2:13]([CH:12]([CH2:11][CH2:10][CH2:9][CH2:8][CH2:7][CH2:6][CH2:5][CH3:4])[CH2:21][CH2:20][OH:37])[CH2:14][CH2:15][CH2:16][CH2:17][CH3:18] |^1:0|. Procedure details: To a round bottom flask is added 42.4 (0.4 mol) of diethylene glycol under a nitrogen atmosphere. To this reaction mass is added 2.3 g (0.1 mole) of sodium over 1 hour. The reaction mass is heated to 130° C. whereby all of the sodium has reacted. Then 27.4 g (0.1 mol) of C17H35Cl is added over 1 hour and then kept for 17 hours at these conditions. Reaction temperature is then increased to 140° C. and kept for 17 hours at these conditions for 24 hours. The reaction mass upon cooling consists of 2...